From a dataset of the Open Reaction Database (ORD), a public repository of structured organic reaction records. describe an organic reaction: reactants, conditions, products, and yield Reactants: N1=C(C=CC2=CC=CC=C12)C#CCCO (4-(2-Quinolinyl)-3-butynol). The reagents and catalysts are [Pd] (palladium on charcoal). Solvent: C(C)O (ethanol). Product: N1=C(C=CC2=CC=CC=C12)CCCCO (2-Quinolinebutanol). Isolated yield 96.8%. Reaction SMILES: [N:1]1[C:10]2[C:5](=[CH:6][CH:7]=[CH:8][CH:9]=2)[CH:4]=[CH:3][C:2]=1[C:11]#[C:12][CH2:13][CH2:14][OH:15]>[Pd].C(O)C>[N:1]1[C:10]2[C:5](=[CH:6][CH:7]=[CH:8][CH:9]=2)[CH:4]=[CH:3][C:2]=1[CH2:11][CH2:12][CH2:13][CH2:14][OH:15]. Reported procedure: 4-(2-Quinolinyl)-3-butynol (2.53 g) was hydrogenated over pre-reduced 10% palladium on charcoal (50% aqueous paste, 0.6 g) in ethanol (100 ml) at room temperature and pressure. The reaction mixture was filtered through hyflo and evaporated in vacuo to afford the title compound as a colourless semi-solid (2.50 g), t.l.c. (diethyl ether), Rf 0.20. The reactants are FC=1C=C(C=CC1OC)C(C)=O (1-(3-fluoro-4-methoxyphenyl)ethanone), ice water, CS(=O)C (DMSO), [H-].[Na+] (NaH), [I-].C[S+](C)C (Trimethylsulfonium iodide). Run in C1CCOC1 (THF), C1CCOC1 (THF). Reaction conditions: temperature 65 celsius, time 10 minute. Product: FC=1C=C(C=CC1OC)C1(OC1)C (2-(3-fluoro-4-methoxyphenyl)-2-methyloxirane). Reaction SMILES: CS(C)=O.[H-].[Na+].[I-].[CH3:8][S+](C)C.[F:12][C:13]1[CH:14]=[C:15]([C:21](=[O:23])[CH3:22])[CH:16]=[CH:17][C:18]=1[O:19][CH3:20]>C1COCC1>[F:12][C:13]1[CH:14]=[C:15]([C:21]2([CH3:8])[CH2:22][O:23]2)[CH:16]=[CH:17][C:18]=1[O:19][CH3:20] |f:1.2,3.4|. Procedure details: The title compound was prepared by following general procedure 3. DMSO was added to NaH (1 equiv.) and heated to 65° C. for 1 h. THF was added at the same temperature and heated for another 10 min. After 10 min., the reaction mixture was cooled to 0° C. Trimethylsulfonium iodide (1 equiv.) was added and stirred for 10 min. after which the solution of 1-(3-fluoro-4-methoxyphenyl)ethanone (1 equiv.) in THF was added dropwise. After complete addition, the reaction mixture was stirred at RT for 2 h....